describe an organic reaction: reactants, conditions, products, and yield From a dataset of the Open Reaction Database (ORD), a public repository of structured organic reaction records. Reactants: amine, C(C)(=O)C=1C(NN=C(C1C1=CC=C(C=C1)Cl)C1=CC=C(C=C1)Cl)=O (4-Acetyl-5,6-bis(p-chlorophenyl)-2H-pyridazin-3-one), C([O-])([O-])=O.[K+].[K+] (potassium carbonate), C1(=CC=CC=C1)C (toluene), ClCCN(C)C (N-(2-chloroethyl)dimethylamine). Solvent: O (water), CN(C=O)C (dimethylformamide). Reaction conditions: time 4 hour. The product is CN(CCN1N=C(C(=C(C1=O)C(C)=O)C1=CC=C(C=C1)Cl)C1=CC=C(C=C1)Cl)C (2-(2'-Dimethylaminoethyl)-4-Acetyl-5,6-Bis(p-Chlorophenyl)-2H-Pyridazin-3-One). Isolated yield 63.0%. RXN SMILES: [C:1]([C:4]1[C:5](=[O:24])[NH:6][N:7]=[C:8]([C:17]2[CH:22]=[CH:21][C:20]([Cl:23])=[CH:19][CH:18]=2)[C:9]=1[C:10]1[CH:15]=[CH:14][C:13]([Cl:16])=[CH:12][CH:11]=1)(=[O:3])[CH3:2].C(=O)([O-])[O-].[K+].[K+].C1(C)C=CC=CC=1.Cl[CH2:39][CH2:40][N:41]([CH3:43])[CH3:42]>O.CN(C)C=O>[CH3:42][N:41]([CH3:43])[CH2:40][CH2:39][N:6]1[C:5](=[O:24])[C:4]([C:1](=[O:3])[CH3:2])=[C:9]([C:10]2[CH:11]=[CH:12][C:13]([Cl:16])=[CH:14][CH:15]=2)[C:8]([C:17]2[CH:22]=[CH:21][C:20]([Cl:23])=[CH:19][CH:18]=2)=[N:7]1 |f:1.2.3|. Procedure: 4-Acetyl-5,6-bis(p-chlorophenyl)-2H-pyridazin-3-one (20.0 g), potassium carbonate (9.0 g) and 30 ml of a toluene solution of N-(2-chloroethyl)dimethylamine (0.34 g/ml) and dimethylformamide (150 ml) were stirred at 80° C. for 18 hours. A second equivalent of the amine was added and heating continued for an additional four hours. The mixture was cooled, poured into water and the suspension extracted with ethyl acetate. The combined organic extracts were dried and evaporated in vacuo. Following pu... Starting materials: ice, OC[C@@H]1N(CCC1)C(=O)OC(C)(C)C (tert-butyl (R)-2-(hydroxymethyl)pyrrolidine-1-carboxylate), C1(=CC=CC=C1)O (phenol), C1(=CC=CC=C1)P(C1=CC=CC=C1)C1=CC=CC=C1 (triphenylphosphine), N(=NC(=O)OC(C)C)C(=O)OC(C)C (diisopropyl azodicarboxylate). The solvent is CCOCC (ether), C(Cl)Cl (DCM), C1(=CC=CC=C1)C (toluene). Conditions: time 60 hour. Yields the product O(C1=CC=CC=C1)C[C@@H]1N(CCC1)C(=O)OC(C)(C)C (tert-butyl (R)-2-(phenoxymethyl)pyrrolidine-1-carboxylate), cHex EtOAc. As a reaction SMILES: [OH:1][CH2:2][C@H:3]1[CH2:7][CH2:6][CH2:5][N:4]1[C:8]([O:10][C:11]([CH3:14])([CH3:13])[CH3:12])=[O:9].[C:15]1(O)[CH:20]=[CH:19][CH:18]=[CH:17][CH:16]=1.C1(P(C2C=CC=CC=2)C2C=CC=CC=2)C=CC=CC=1.N(C(OC(C)C)=O)=NC(OC(C)C)=O>C(Cl)Cl.C1(C)C=CC=CC=1.CCOCC>[O:1]([CH2:2][C@H:3]1[CH2:7][CH2:6][CH2:5][N:4]1[C:8]([O:10][C:11]([CH3:14])([CH3:13])[CH3:12])=[O:9])[C:15]1[CH:20]=[CH:19][CH:18]=[CH:17][CH:16]=1. Reported procedure: To an ice-cold solution of the compound from Step 1 (2.60 g, 12.9 mmol), phenol (3.64 g, 38.7 mmol), and triphenylphosphine (6.77 g, 25.8 mmol) in DCM (50 mL) was added a solution of diisopropyl azodicarboxylate (5.22 g, 25.8 mmol) in toluene (30 mL). After stirring at room temperature for 60 hours it was diluted with ether and the solution was extracted with aqueous 3N NaOH. The organic layer was washed with brine, dried over MgSO4, and concentrated in vacuo. The intermediate tert-butyl (R)-2-(... Reactants: C(C)(C)(C)OC(=O)N1CCC(CC1)C(C1=CC=C(C=C1)SC)=O (4-(4-methylsulfanyl-benzoyl)-piperidine-1-carboxylic acid tert-butyl ester), CO (MeOH), OOS(=O)[O-].[K+] (OXONE). Reaction conditions: temperature 0 celsius, time 4 hour. Yields the product C(C)(C)(C)OC(=O)N1CCC(CC1)C(C1=CC=C(C=C1)S(=O)(=O)C)=O (4-(4-methanesulfonyl-benzoyl)-piperidine-1-carboxylic acid tert-butyl ester). The yield is 61.0%. RXN SMILES: [C:1]([O:5][C:6]([N:8]1[CH2:13][CH2:12][CH:11]([C:14](=[O:23])[C:15]2[CH:20]=[CH:19][C:18](SC)=[CH:17][CH:16]=2)[CH2:10][CH2:9]1)=[O:7])([CH3:4])([CH3:3])[CH3:2].O[O:25][S:26]([O-:28])=O.[K+].[CH3:30]O>>[C:1]([O:5][C:6]([N:8]1[CH2:13][CH2:12][CH:11]([C:14](=[O:23])[C:15]2[CH:16]=[CH:17][C:18]([S:26]([CH3:30])(=[O:28])=[O:25])=[CH:19][CH:20]=2)[CH2:10][CH2:9]1)=[O:7])([CH3:4])([CH3:2])[CH3:3] |f:1.2|. Reported procedure: To solution of the above sulfide (1.2 g, 3.58 mmol) in MeOH (58 mL) cooled to 0° C. was added OXONE® (4.40 g, 7.15 mmol) and the mixture was stirred at 0° C. for 4 hours to afford 4-(4-methanesulfonyl-benzoyl)-piperidine-1-carboxylic acid tert-butyl ester as a white solid (802 mg, 61%) after basic work-up and purification. The reactants are ClC1=C(OCC(=O)OCC)C=C(C=C1)OC1=CC=C(C=C1)CNC1=C(C(=CC=C1)[N+](=O)[O-])C (ethyl (2-chloro-5-(4-(((2-methyl-3-nitrophenyl)amino)methyl)phenoxy)phenoxy)acetate), CCN(C(C)C)C(C)C (Hunig's base), BrCC1=C(C=CC=C1)F (1-(bromomethyl)-2-fluorobenzene). Run in CN(C=O)C (dimethylformamide), CN(C=O)C (dimethylformamide), CCOCC (ether). Conditions: temperature 90 celsius. Yields the product ClC1=C(OCC(=O)OCC)C=C(C=C1)OC1=CC=C(C=C1)CN(C1=C(C(=CC=C1)[N+](=O)[O-])C)CC1=C(C=CC=C1)F (ethyl (2-chloro-5-(4-(((2-fluorobenzyl)(2-methyl-3-nitrophenyl)amino)methyl)phenoxy)phenoxy)acetate). Reaction SMILES: [Cl:1][C:2]1[CH:14]=[CH:13][C:12]([O:15][C:16]2[CH:21]=[CH:20][C:19]([CH2:22][NH:23][C:24]3[CH:29]=[CH:28][CH:27]=[C:26]([N+:30]([O-:32])=[O:31])[C:25]=3[CH3:33])=[CH:18][CH:17]=2)=[CH:11][C:3]=1[O:4][CH2:5][C:6]([O:8][CH2:9][CH3:10])=[O:7].CCN(C(C)C)C(C)C.Br[CH2:44][C:45]1[CH:50]=[CH:49][CH:48]=[CH:47][C:46]=1[F:51]>CN(C)C=O.CCOCC>[Cl:1][C:2]1[CH:14]=[CH:13][C:12]([O:15][C:16]2[CH:17]=[CH:18][C:19]([CH2:22][N:23]([CH2:44][C:45]3[CH:50]=[CH:49][CH:48]=[CH:47][C:46]=3[F:51])[C:24]3[CH:29]=[CH:28][CH:27]=[C:26]([N+:30]([O-:32])=[O:31])[C:25]=3[CH3:33])=[CH:20][CH:21]=2)=[CH:11][C:3]=1[O:4][CH2:5][C:6]([O:8][CH2:9][CH3:10])=[O:7]. Procedure: The product from Example 306A (86 mg, 0.18 mmoles) in anhydrous dimethylformamide (1 mL) was treated with Hunig's base (0.107 mL, 0.5 mmoles) and 1-(bromomethyl)-2-fluorobenzene (0.198 mL, 0.9 mmoles) in anhydrous dimethylformamide (1 mL) and heated at 90° C. for 72 hours. The reaction was diluted with ether, washed with saturated NH4Cl, water, brine, dried (Na2SO4), filtered, and filtrate concentrated under reduced pressure. The residue purified by using ethyl acetate and hexane gradient on 10 ... Reactants: ClC=1C=CC(=C(C1)C1=NC=CC2=CC(=CC=C12)S(=O)(=O)OC1=C(C(=C(C(=C1F)F)F)F)F)OC (perfluorophenyl 1-(5-chloro-2-methoxyphenyl)isoquinoline-6-sulfonate), S1N=CN=C1N (1,2,4-thiadiazol-5-amine), C([O-])([O-])=O.[Cs+].[Cs+] (cesium carbonate), C(C)#N (acetonitrile). Run in CCOC(=O)C (EtOAc), Cl (HCl). Run at time 1.5 hour. Product: ClC=1C=CC(=C(C1)C1=NC=CC2=CC(=CC=C12)S(=O)(=O)NC1=NC=NS1)OC (1-(5-chloro-2-methoxyphenyl)-N-(1,2,4-thiadiazol-5-yl)isoquinoline-6-sulfonamide). Isolated yield 79.4%. RXN SMILES: [Cl:1][C:2]1[CH:3]=[CH:4][C:5]([O:33][CH3:34])=[C:6]([C:8]2[C:17]3[C:12](=[CH:13][C:14]([S:18]([O:21]C4C(F)=C(F)C(F)=C(F)C=4F)(=[O:20])=O)=[CH:15][CH:16]=3)[CH:11]=[CH:10][N:9]=2)[CH:7]=1.[S:35]1[C:39]([NH2:40])=[N:38][CH:37]=[N:36]1.C(=O)([O-])[O-].[Cs+].[Cs+].C(#N)C>CCOC(C)=O.Cl>[Cl:1][C:2]1[CH:3]=[CH:4][C:5]([O:33][CH3:34])=[C:6]([C:8]2[C:17]3[C:12](=[CH:13][C:14]([S:18]([NH:40][C:39]4[S:35][N:36]=[CH:37][N:38]=4)(=[O:20])=[O:21])=[CH:15][CH:16]=3)[CH:11]=[CH:10][N:9]=2)[CH:7]=1 |f:2.3.4|. Procedure details: A round-bottom flask was charged with perfluorophenyl 1-(5-chloro-2-methoxyphenyl)isoquinoline-6-sulfonate (INTERMEDIATE XXXX, 150.33 mg, 0.291 mmol), 1,2,4-thiadiazol-5-amine (35.4 mg, 0.350 mmol), and cesium carbonate (285 mg, 0.874 mmol). acetonitrile (1457 μl) was added, and the mixture was stirred for 1.5 h. The mixture was diluted with EtOAc and 0.5 N aq. HCl. The layers were separated, and the organic extract was washed with brine, dried over sodium sulfate, filtered, and concentrated. Th... Starting materials: C1(CC1)N1CC(N(CC1)C(=O)OCC1=CC=CC=C1)C(=O)N1CCN(CC1)C(=O)NC1=CC(=C(C=C1)Cl)Cl (benzyl 4-cyclopropyl-2-[(4-{[(3,4-dichlorophenyl)amino]carbonyl}piperazin-1-yl)carbonyl]piperazine-1-carboxylate), C1(CC1)N1C[C@H](CCC1)CN1CCN(CC1)C(=O)OCC1=CC=CC=C1 (benzyl 4-{[(3R)-1-cyclopropylpiperidin-3-yl]methyl}piperazine-1-carboxylate). Yields the product C1(CC1)N1C[C@@H](NCC1)C(=O)N1CCN(CC1)C(=O)NC1=CC(=C(C=C1)Cl)Cl (4-[(2R)(4-Cyclopropylpiperazin-2-yl)carbonyl]-N-(3,4-dichlorophenyl)piperazine-1-carboxamide). Reaction SMILES: [CH:1]1([N:4]2[CH2:9][CH2:8][N:7](C(OCC3C=CC=CC=3)=O)[CH:6]([C:20]([N:22]3[CH2:27][CH2:26][N:25]([C:28]([NH:30][C:31]4[CH:36]=[CH:35][C:34]([Cl:37])=[C:33]([Cl:38])[CH:32]=4)=[O:29])[CH2:24][CH2:23]3)=[O:21])[CH2:5]2)[CH2:3][CH2:2]1.C1(N2CCC[C@H](CN3CCN(C(OCC4C=CC=CC=4)=O)CC3)C2)CC1>>[CH:1]1([N:4]2[CH2:9][CH2:8][NH:7][C@@H:6]([C:20]([N:22]3[CH2:23][CH2:24][N:25]([C:28]([NH:30][C:31]4[CH:36]=[CH:35][C:34]([Cl:37])=[C:33]([Cl:38])[CH:32]=4)=[O:29])[CH2:26][CH2:27]3)=[O:21])[CH2:5]2)[CH2:2][CH2:3]1. Procedure: The benzyl 4-cyclopropyl-2-[(4-{[(3,4-dichlorophenyl)amino]carbonyl}piperazin-1-yl)carbonyl]piperazine-1-carboxylate used in the above was prepared in a manner analogous to benzyl 4-{[(3R)-1-cyclopropylpiperidin-3-yl]methyl}piperazine-1-carboxylate. Starting materials: CCOCC (ether), N(=O)[O-].[Na+] (sodium nitrite), N(N)C1=C(C=NN1C1=C(C=C(C=C1)Cl)Cl)C#N (5-hydrazino-4-cyano-1-(2,4-dichlorophenyl)-pyrazole), Cl (hydrochloric acid), CCOCC (ether). Run in O (water), O (water), O (water). The product is N(=[N+]=[N-])C1=C(C=NN1C1=C(C=C(C=C1)Cl)Cl)C#N (5-azido-4-cyano-1-(2,4-dichlorophenyl)-pyrazole). The yield is 43.0%. RXN SMILES: CCOCC.[N:6]([O-])=O.[Na+].[NH:10]([C:12]1[N:16]([C:17]2[CH:22]=[CH:21][C:20]([Cl:23])=[CH:19][C:18]=2[Cl:24])[N:15]=[CH:14][C:13]=1[C:25]#[N:26])[NH2:11].Cl>O>[N:10]([C:12]1[N:16]([C:17]2[CH:22]=[CH:21][C:20]([Cl:23])=[CH:19][C:18]=2[Cl:24])[N:15]=[CH:14][C:13]=1[C:25]#[N:26])=[N+:11]=[N-:6] |f:1.2|. Reported procedure: 10 ml of ether and then 0.85 g (0.012 mol) of sodium nitrite in 10 ml of water are added to 2.7 g (0.01 mol) of 5-hydrazino-4-cyano-1-(2,4-dichlorophenyl)-pyrazole in a solution of 1.9 ml of concentrated hydrochloric acid in 10 ml of water at 0° C. When the addition has ended, a further 20 ml of water and 30 ml of ether are added, the mixture is filtered, the ether phase is separated off, dried over calcium chloride and concentrated in vacuo and the oil thus obtainable is purified by chromatogra... Reagents/catalysts: [Pd] (palladium on charcoal). Product: NC=1C=C(OC2=C(C=CC=C2)C2=C(C=CC=C2)OC2=CC(=C(C=C2)N)N)C=CC1N (2,2'-bis(3,4-diaminophenoxy)biphenyl). Reactants: O.NN (hydrazine hydrate), [N+](=O)([O-])C=1C=C(OC2=C(C=CC=C2)C2=C(C=CC=C2)OC2=CC(=C(C=C2)[N+](=O)[O-])[N+](=O)[O-])C=CC1[N+](=O)[O-] (2,2'-bis(3,4-dinitrophenoxy)biphenyl). Procedure details: A stirred mixture of 2,2'-bis(3,4-dinitrophenoxy)biphenyl (22.0 g, 0.0425 mole) and 10 weight percent palladium on charcoal (2.2 g) in absolute ethanol (500 ml) was heated to reflux under nitrogen, and a solution of hydrazine hydrate (43 ml) in ethanol (100 ml) was added dropwise over a period of 40 minutes. The reaction mixture was heated at reflux for 17 hours, chilled in an ice bath, and suction filtered through Celite filter aid into one liter of stirred, cold, concentrated hydrochloric acid... The solvent is C(C)O (ethanol), C(C)O (ethanol). Isolated yield 88.0%. RXN SMILES: [N+:1]([C:4]1[CH:5]=[C:6]([CH:33]=[CH:34][C:35]=1[N+:36]([O-])=O)[O:7][C:8]1[CH:13]=[CH:12][CH:11]=[CH:10][C:9]=1[C:14]1[CH:19]=[CH:18][CH:17]=[CH:16][C:15]=1[O:20][C:21]1[CH:26]=[CH:25][C:24]([N+:27]([O-])=O)=[C:23]([N+:30]([O-])=O)[CH:22]=1)([O-])=O.O.NN>[Pd].C(O)C>[NH2:30][C:23]1[CH:22]=[C:21]([CH:26]=[CH:25][C:24]=1[NH2:27])[O:20][C:15]1[CH:16]=[CH:17][CH:18]=[CH:19][C:14]=1[C:9]1[CH:10]=[CH:11][CH:12]=[CH:13][C:8]=1[O:7][C:6]1[CH:33]=[CH:34][C:35]([NH2:36])=[C:4]([NH2:1])[CH:5]=1 |f:1.2|.